From a dataset of the Open Reaction Database (ORD), a public repository of structured organic reaction records. describe an organic reaction: reactants, conditions, products, and yield Isolated yield 29.3%. Run in C(Cl)Cl (DCM), C(Cl)Cl (DCM), C(Cl)Cl (DCM). Reaction SMILES: [N:1]1[CH:6]=[CH:5][C:4]([C:7]2[CH2:8][C:9]([C:12]([OH:14])=O)=[N:10][N:11]=2)=[CH:3][CH:2]=1.CCN(C(C)C)C(C)C.CCN=C=NCCCN(C)C.C1C=CC2N(O)N=NC=2C=1.Cl.[Cl:46][C:47]1[CH:48]=[C:49]([C:54]2[O:58][C:57]([CH2:59][CH2:60][NH2:61])=[CH:56][CH:55]=2)[CH:50]=[CH:51][C:52]=1[Cl:53]>C(Cl)Cl>[Cl:46][C:47]1[CH:48]=[C:49]([C:54]2[O:58][C:57]([CH2:59][CH2:60][NH:61][C:12]([C:9]3[NH:10][N:11]=[C:7]([C:4]4[CH:3]=[CH:2][N:1]=[CH:6][CH:5]=4)[CH:8]=3)=[O:14])=[CH:56][CH:55]=2)[CH:50]=[CH:51][C:52]=1[Cl:53] |f:4.5|. Conditions: time 8 hour. Starting materials: N1=CC=C(C=C1)C=1CC(=NN1)C(=O)O (5-pyridin-4-yl-4H-pyrazole-3-carboxylic acid), CCN(C(C)C)C(C)C (DIPEA), CCN=C=NCCCN(C)C (EDCI), C=1C=CC2=C(C1)N=NN2O (HOBt), Cl.ClC=1C=C(C=CC1Cl)C1=CC=C(O1)CCN (2-(5-(3,4-dichlorophenyl)furan-2-yl)-ethanamine hydrochloride), CCN(C(C)C)C(C)C (DIPEA). Product: ClC=1C=C(C=CC1Cl)C1=CC=C(O1)CCNC(=O)C1=CC(=NN1)C1=CC=NC=C1 (N-(2-(5-(3,4-dichlorophenyl)furan-2-yl)ethyl)-3-(pyridin-4-yl)-1H-pyrazole-5-carboxamide). Procedure: To a stirred solution of 5-pyridin-4-yl-4H-pyrazole-3-carboxylic acid (1.78 g, 9.42 mmol) in DCM (10 ml) was added DIPEA (2.46 ml, 14.1 mmol), EDCI (2.71 g, 9.42 mmol) and HOBt (1.91, 14.1 mmol). 2-(5-(3,4-dichlorophenyl)furan-2-yl)-ethanamine hydrochloride (2.75 g, 9.42 mmol) was dissolved in DCM (15 ml) and DIPEA (1.64 ml, 9.42 mmol). The resulting solution was added to the reaction mixture, which was stirred at RT overnight. The reaction mixture was diluted with DCM and washed with saturated ... Starting materials: COC1=C2C3=C(C(OC2=CC=C1)C=1SC(=CC1)C#CCOC)C=C(C=C3)NS(=O)(=O)C (N-{1-methoxy-6-[5-(3-methoxy-1-propynyl)-2-thienyl]-6H-benzo[c]chromen-8-yl}methanesulfonamide). The reagents and catalysts are [Pd] (Pd/C), [Pd] (Pd/C). Run in CO (MeOH). Yields the product COC1=C2C3=C(C(OC2=CC=C1)C=1SC(=CC1)CCCOC)C=C(C=C3)NS(=O)(=O)C (N-{1-methoxy-6-[5-(3-methoxypropyl)-2-thienyl]-6H-benzo[c]chromen-8-yl}methanesulfonamide). Yield: 72.7%. Reaction SMILES: [CH3:1][O:2][C:3]1[CH:12]=[CH:11][CH:10]=[C:9]2[C:4]=1[C:5]1[CH:26]=[CH:25][C:24]([NH:27][S:28]([CH3:31])(=[O:30])=[O:29])=[CH:23][C:6]=1[CH:7]([C:13]1[S:14][C:15]([C:18]#[C:19][CH2:20][O:21][CH3:22])=[CH:16][CH:17]=1)[O:8]2>CO.[Pd]>[CH3:1][O:2][C:3]1[CH:12]=[CH:11][CH:10]=[C:9]2[C:4]=1[C:5]1[CH:26]=[CH:25][C:24]([NH:27][S:28]([CH3:31])(=[O:29])=[O:30])=[CH:23][C:6]=1[CH:7]([C:13]1[S:14][C:15]([CH2:18][CH2:19][CH2:20][O:21][CH3:22])=[CH:16][CH:17]=1)[O:8]2. Procedure details: A solution of Example 92 (0.05 g, 0.11 mmol) was treated with 10% Pd/C (0.011 g) in MeOH (2 mL) under an atmosphere of hydrogen (50 psi) for 1.5 hour, followed by 10% Pd/C (0.012 g) under an atmosphere of hydrogen 50 psi for 3 hours. The mixture was filtered and concentrated under reduced pressure to afford the titled compound (38 mg, 0.08 mmol, 75%). 1H NMR (500 MHz, CD3OD) δ 8.41 (d, J=8.7 Hz, 1H), 7.25 (dd, J=8.7, 2.5 Hz, 1 H), 7.11 (t, J=8.3 Hz, 1H), 7.05 (d, J=2.2 Hz, 1H), 6.69 (dd, J=8.4, ... Reactants: ClC(Cl)(Cl)OC(OC(Cl)(Cl)Cl)=O (bis(trichloromethyl)carbonate), N1=CC=CC=C1 (pyridine), O1CCCC1 (tetrahydrofuran), O1CCCC1 (tetrahydrofuran). The product is Cl.C(OCCOCC)(OCCNC)=O (2-ethoxyethyl 2-(methylamino)ethyl carbonate hydrochloride). Reaction SMILES: [Cl:1][C:2]([O:5][C:6](=[O:12])[O:7][C:8](Cl)(Cl)Cl)(Cl)Cl.[N:13]1[CH:18]=CC=C[CH:14]=1.[O:19]1[CH2:23]C[CH2:21][CH2:20]1>>[ClH:1].[C:6](=[O:12])([O:7][CH2:8][CH2:18][NH:13][CH3:14])[O:5][CH2:2][CH2:23][O:19][CH2:20][CH3:21] |f:3.4|. Procedure: To a solution (20 mL) of bis(trichloromethyl)carbonate (0.43 g) in tetrahydrofuran was dropwise added a solution (1 mL) of pyridine (0.35 mL) in tetrahydrofuran under ice-cooling. After stirring under ice-cooling for 10 min., 2-ethoxyethyl 2-(methylamino)ethyl carbonate hydrochloride (0.82 g) obtained in Reference Example 48 was added. A solution (1 mL) of triethylamine (0.60 mL) in tetrahydrofuran was dropwise added, and the mixture was stirred at room temperature for 3 days. After concentratio...